Dataset: the Open Reaction Database (ORD), a public repository of structured organic reaction records. Task: describe an organic reaction: reactants, conditions, products, and yield Starting materials: N1=CC=CC=C1 (pyridine), product, CC1(C(C1\C=C\C(=O)OC)C(=O)O)C (2,2-dimethyl-3-[2-methoxycarbonyl-(E)-ethenyl]-cyclopropane-carboxylic acid), C1=CC=CC=C1 (benzene), Cl (hydrochloric acid). Yields the product CC=1CCC(C1CC=C)=CC#N (2-methyl-3-allyl-4-cyanomethylene-cyclopent-2-ene). The solvent is O (water). Procedure details: 1.5 ml of pyridine were added at 5° C. to a mixture of 3 g of the product of Step A, 3 g of (1R, trans) 2,2-dimethyl-3-(2-methyl-1-propenyl)-cyclopropane-carboxylic acid chloride and 50 ml of benzene and the mixture was held at 5° C. for 15 minutes, at 20° C. for 2 hours and was then poured into a mixture of 18 ml of 2 N hydrochloric acid and 100 ml of water at 5° C. The mixture was extracted with ether and the organic phase was washed with water, dried and evaporated to dryness. The 6.5 g of re... RXN SMILES: [N:1]1C=CC=C[CH:2]=1.[CH3:7][C:8]1([CH3:20])[CH:10](/[CH:11]=[CH:12]/[C:13](OC)=O)[CH:9]1[C:17](O)=O.[CH:21]1C=CC=CC=1.Cl>O>[CH3:21][C:9]1[CH2:17][CH2:20][C:8](=[CH:7][C:2]#[N:1])[C:10]=1[CH2:11][CH:12]=[CH2:13]. Conditions: time 2 hour. Starting materials: FC(C1=CC=C(C=C1)B(O)O)(F)F (4-(trifluoromethyl)phenyl boronic acid), C([O-])([O-])=O.[Na+].[Na+] (sodium carbonate), BrCC=1N=C(SC1C(=O)OCC)C1=CC=C(C=C1)C(F)(F)F (ethyl 4-(bromomethyl)-2-[4-(trifluoromethyl)phenyl]-1,3-thiazole-5-carboxylate). RXN SMILES: Br[CH2:2][C:3]1[N:4]=[C:5]([C:13]2[CH:18]=[CH:17][C:16]([C:19]([F:22])([F:21])[F:20])=[CH:15][CH:14]=2)[S:6][C:7]=1[C:8]([O:10][CH2:11][CH3:12])=[O:9].C(=O)([O-])[O-].[Na+].[Na+].[F:29][C:30]([F:41])([F:40])[C:31]1[CH:36]=[CH:35][C:34](B(O)O)=[CH:33][CH:32]=1>COCCOCCOC.O.C(O)C.C1C=CC([P]([Pd]([P](C2C=CC=CC=2)(C2C=CC=CC=2)C2C=CC=CC=2)([P](C2C=CC=CC=2)(C2C=CC=CC=2)C2C=CC=CC=2)[P](C2C=CC=CC=2)(C2C=CC=CC=2)C2C=CC=CC=2)(C2C=CC=CC=2)C2C=CC=CC=2)=CC=1>[F:29][C:30]([F:41])([F:40])[C:31]1[CH:36]=[CH:35][C:34]([CH2:2][C:3]2[N:4]=[C:5]([C:13]3[CH:18]=[CH:17][C:16]([C:19]([F:22])([F:21])[F:20])=[CH:15][CH:14]=3)[S:6][C:7]=2[C:8]([O:10][CH2:11][CH3:12])=[O:9])=[CH:33][CH:32]=1 |f:1.2.3,^1:58,60,79,98|. Product: FC(C1=CC=C(CC=2N=C(SC2C(=O)OCC)C2=CC=C(C=C2)C(F)(F)F)C=C1)(F)F (ethyl 4-[4-(trifluoromethyl)benzyl]-2-[4-(trifluoromethyl)phenyl]-1,3-thiazole-5-carboxylate). Solvent: O (water), C(C)O (ethanol), O (water), COCCOCCOC (2-methoxyethyl ether). Procedure: To a solution of ethyl 4-(bromomethyl)-2-[4-(trifluoromethyl)phenyl]-1,3-thiazole-5-carboxylate (0.25 g, 0.63 mmol) in 4 ml of 2-methoxyethyl ether was added tetrakis(triphenylphosphine)palladium(0), (0.02 g, 0.019 mmol) and then sodium carbonate (0.13 g, 1.2 mmol) in 0.5 ml water. After brief stirring, 4-(trifluoromethyl)phenyl boronic acid (0.13 g, 0.7 mmol) in 1 ml ethanol was added. After heating at 110° C. for 15 hours, the reaction was complete by HPLC and was treated with water (5 ml) and... Run at temperature 110 celsius. Reagents/catalysts: C=1C=CC(=CC1)[P](C=2C=CC=CC2)(C=3C=CC=CC3)[Pd]([P](C=4C=CC=CC4)(C=5C=CC=CC5)C=6C=CC=CC6)([P](C=7C=CC=CC7)(C=8C=CC=CC8)C=9C=CC=CC9)[P](C=1C=CC=CC1)(C=1C=CC=CC1)C=1C=CC=CC1 (tetrakis(triphenylphosphine)palladium(0)). The yield is 31.1%. The reactants are CCc1cc2c3ccccc3ccc2c2ccccc12, ClCCl, O=Cc1cc2c3ccccc3ccc2c2ccccc12. Yields the product CCc1cc2c3ccccc3c(C=O)cc2c2ccccc12. As a reaction SMILES: [CH2:1]([CH3:2])[c:3]1[cH:4][c:5]2[c:6]3[cH:7][cH:8][cH:9][cH:10][c:11]3[cH:12][cH:13][c:14]2[c:15]2[cH:16][cH:17][cH:18][cH:19][c:20]12.[Cl:41][CH2:42][Cl:43].[cH:21]1[c:22]2[cH:23][cH:24][c:25]3[c:26]([cH:27][c:28]([CH:39]=[O:40])[c:29]4[c:30]3[cH:31][cH:32][cH:33][cH:34]4)[c:35]2[cH:36][cH:37][cH:38]1>>[CH2:1]([CH3:2])[c:3]1[cH:4][c:5]2[c:6]3[cH:7][cH:8][cH:9][cH:10][c:11]3[c:12]([CH:39]=[O:40])[cH:13][c:14]2[c:15]2[cH:16][cH:17][cH:18][cH:19][c:20]12. Starting materials: C(O)CN (ethanolamine), [N+](=O)([O-])C1=CC=C(C(=O)N(CCO)C(C2=CC=C(C=C2)[N+](=O)[O-])=O)C=C1 (bis-(4-nitrobenzoyl)-ethanolamine), [OH-].[Na+] (sodium hydroxide), [OH-].[Na+] (sodium hydroxide), [N+](=O)([O-])C1=CC=C(C(=O)Cl)C=C1 (4-nitrobenzoyl chloride). Reaction conditions: time 24 hour. Yields the product [N+](=O)([O-])C1=CC=C(C(=O)NCCO)C=C1 (N-4-nitrobenzoylethanolamine). RXN SMILES: C(CN)O.[OH-].[Na+].[N+](C1C=CC(C(Cl)=O)=CC=1)([O-])=O.[N+:19]([C:22]1[CH:44]=[CH:43][C:25]([C:26]([N:28](C(=O)C2C=CC([N+]([O-])=O)=CC=2)[CH2:29][CH2:30][OH:31])=[O:27])=[CH:24][CH:23]=1)([O-:21])=[O:20]>>[N+:19]([C:22]1[CH:44]=[CH:43][C:25]([C:26]([NH:28][CH2:29][CH2:30][OH:31])=[O:27])=[CH:24][CH:23]=1)([O-:21])=[O:20] |f:1.2|. Procedure: A solution of 10 ml. ethanolamine in 120 ml. 10% aqueous sodium hydroxide solution was cooled to 5° C. and 30 g. finely powdered 4-nitrobenzoyl chloride added thereto portionwise. The reaction mixture was stirred for 24 hours and filtered. The solid obtained, which mainly consisted of bis-(4-nitrobenzoyl)-ethanolamine, was hydrolysed with 200 ml. of 4% aqueous ethanolic sodium hydroxide at ambient temperature for 24 hours. The reaction mixture was added to the above filtrate, acidified and the p... The reactants are BrCCCOC1=C(C=C(C=C1)CC(C(=O)O)OC)OC (3-[4-(3-Bromo-propoxy)-3-methoxy-phenyl]-2-methoxy-propionic acid), C(C1=CC=CC=C1)OC1=CC=C(C=C1)O (4-Benzyloxy-phenol). The product is C(C1=CC=CC=C1)OC1=CC=C(OCCCOC2=C(C=C(C=C2)CC(C(=O)O)OC)OC)C=C1 (3-{4-[3-(4-Benzyloxy-phenoxy)-propoxy]-3-methoxy-phenyl}-2-methoxy-propionic acid). Reaction SMILES: Br[CH2:2][CH2:3][CH2:4][O:5][C:6]1[CH:11]=[CH:10][C:9]([CH2:12][CH:13]([O:17][CH3:18])[C:14]([OH:16])=[O:15])=[CH:8][C:7]=1[O:19][CH3:20].[CH2:21]([O:28][C:29]1[CH:34]=[CH:33][C:32]([OH:35])=[CH:31][CH:30]=1)[C:22]1[CH:27]=[CH:26][CH:25]=[CH:24][CH:23]=1>>[CH2:21]([O:28][C:29]1[CH:30]=[CH:31][C:32]([O:35][CH2:2][CH2:3][CH2:4][O:5][C:6]2[CH:11]=[CH:10][C:9]([CH2:12][CH:13]([O:17][CH3:18])[C:14]([OH:16])=[O:15])=[CH:8][C:7]=2[O:19][CH3:20])=[CH:33][CH:34]=1)[C:22]1[CH:23]=[CH:24][CH:25]=[CH:26][CH:27]=1. Procedure details: The title compound was prepared from 3-[4-(3-Bromo-propoxy)-3-methoxy-phenyl]-2-methoxy-propionic acid (Example 175, Step B) and 4-Benzyloxy-phenol following the Standard Procedure J. MS (ES) for C27H30O7 [M+Na]+: 489. Reaction conditions: time 1 day. RXN SMILES: [C:1]([OH:7])(=[O:6])[CH2:2][C:3]([CH3:5])=[O:4].[Cl:8][C:9]1[CH:10]=[C:11]([CH:14]=[CH:15][CH:16]=1)[CH:12]=O.N1CCC[CH2:19][CH2:18]1.C(O)(=O)C>CC(O)C>[CH2:18]([O:6][C:1](=[O:7])[C:2]([C:3](=[O:4])[CH3:5])=[CH:12][C:11]1[CH:14]=[CH:15][CH:16]=[C:9]([Cl:8])[CH:10]=1)[CH3:19]. Solvent: CC(C)O (2-propanol). The reactants are C(CC(=O)C)(=O)O (acetoacetic acid), ClC=1C=C(C=O)C=CC1 (3-chlorobenzaldehyde), N1CCCCC1 (piperidine), C(C)(=O)O (acetic acid). Product: C(C)OC(C(=CC1=CC(=CC=C1)Cl)C(C)=O)=O (2-acetyl-3-(3-chlorophenyl) acrylic acid ethylester). Procedure details: 5.00 g (38.4 mmol) of acetoacetic acid and 5.40 g (38.4 mmol) of 3-chlorobenzaldehyde were dissolved in 50 ml of 2-propanol. 327 mg (3.84 mmol) of piperidine and 231 mg (3.84 mmol) of acetic acid were added and stirred at room temperature for one day. After the solvent was evaporated, ethyl acetate was added and the reaction mixture was washed with 1 N hydrochloric acid and saturated aqueous sodium hydrogencarbonate solution. The organic layer was dried over anhydrous magnesium sulfate and then ...